Dataset: the Open Reaction Database (ORD), a public repository of structured organic reaction records. Task: describe an organic reaction: reactants, conditions, products, and yield Starting materials: ClC1=C(CNCC(C2=CC=CC=C2)C2=CC=CC=C2)C=CC=C1C(F)(F)F ((2-Chloro-3-trifluoromethyl-benzyl)-diphenylethyl-amine), BrCCCBr (1,3-dibromo propane), C([O-])([O-])=O.[K+].[K+] (potassium carbonate). Run in C(C)#N (acetonitrile). Conditions: time 48 hour. The product is BrCCCN(CC(C1=CC=CC=C1)C1=CC=CC=C1)CC1=C(C(=CC=C1)C(F)(F)F)Cl ((3-Bromo-propyl)-(2-chloro-3-trifluoromethyl-benzyl)diphenylethyl-amine). Yield: 66.3%. Reaction SMILES: [Cl:1][C:2]1[C:23]([C:24]([F:27])([F:26])[F:25])=[CH:22][CH:21]=[CH:20][C:3]=1[CH2:4][NH:5][CH2:6][CH:7]([C:14]1[CH:19]=[CH:18][CH:17]=[CH:16][CH:15]=1)[C:8]1[CH:13]=[CH:12][CH:11]=[CH:10][CH:9]=1.[Br:28][CH2:29][CH2:30][CH2:31]Br.C(=O)([O-])[O-].[K+].[K+]>C(#N)C>[Br:28][CH2:29][CH2:30][CH2:31][N:5]([CH2:4][C:3]1[CH:20]=[CH:21][CH:22]=[C:23]([C:24]([F:25])([F:26])[F:27])[C:2]=1[Cl:1])[CH2:6][CH:7]([C:14]1[CH:19]=[CH:18][CH:17]=[CH:16][CH:15]=1)[C:8]1[CH:13]=[CH:12][CH:11]=[CH:10][CH:9]=1 |f:2.3.4|. Reported procedure: A solution of compound (2-Chloro-3-trifluoromethyl-benzyl)-diphenylethyl-amine (2.5 g, 6.5 mmol) and 1,3-dibromo propane (3.2 ml, 32 mmol) in acetonitrile (300 ml) was treated with solid potassium carbonate (1.8 g, 13 mmol). The reaction was heated to reflux and stirred for 48 h. Upon cooling to room temperature, the reaction was filtered through a pad of celite, washed with EtOAc, and the filtrate was concentrated in vacuo. The crude product was purified by column chromatography (EtOAc:Hexane/2... Starting materials: NC=1SC=C(N1)/C(/C(=O)OCC)=N/OCCN=[N+]=[N-] (ethyl 2-(2-amino-4-thiazolyl)-2-[(Z)-(2-azidoethoxy)imino]-acetate), O (water). Solvent: CO (methanol), [OH-].[Na+] (sodium hydroxide). Run at time 20 hour. Yields the product NC=1SC=C(N1)/C(/C(=O)O)=N/OCCN=[N+]=[N-] (2-(2-amino-4-thiazolyl)-2-[(Z)-(2-azidoethoxy)imino]-acetic acid). Yield: 89.0%. Reaction SMILES: [NH2:1][C:2]1[S:3][CH:4]=[C:5](/[C:7](=[N:13]/[O:14][CH2:15][CH2:16][N:17]=[N+:18]=[N-:19])/[C:8]([O:10]CC)=[O:9])[N:6]=1.O>CO.[OH-].[Na+]>[NH2:1][C:2]1[S:3][CH:4]=[C:5](/[C:7](=[N:13]/[O:14][CH2:15][CH2:16][N:17]=[N+:18]=[N-:19])/[C:8]([OH:10])=[O:9])[N:6]=1 |f:3.4|. Reported procedure: 8.1 g of ethyl 2-(2-amino-4-thiazolyl)-2-[(Z)-(2-azidoethoxy)imino]-acetate are dissolved in 150 ml of methanol and 45 ml of 2N aqueous sodium hydroxide solution. After 20 hours, 50 ml of water are added thereto. The methanol is then removed in vacuo. The aqueous solution is treated with 90 ml of 1N aqueous hydrochloric acid and concentrated to dryness. The residue is taken up in 200 ml of dimethylformamide. The sodium chloride is removed by filtration and the solution is concentrated to 50 ml. ... The reactants are S1C(=NC2=C1C=CC=C2)CC(=O)OCC (ethyl 2-(benzo[d]thiazol-2-yl)acetate), N1CCCCC1 (piperidine), OC1=C(C=O)C=CC(=C1)N(CC#C)C(C)C (2-hydroxy-4-(isopropyl(prop-2-ynyl)amino)benzaldehyde). Solvent: Formula 4, C(C)O (ethanol). The product is S1C(=NC2=C1C=CC=C2)C=2C(OC1=CC(=CC=C1C2)N(CC#C)C(C)C)=O (3-(benzo[d]thiazol-2-yl)-7-(isopropyl(prop-2-ynyl)amino)-2H-chromen-2-one). The yield is 49.7%. RXN SMILES: [OH:1][C:2]1[CH:9]=[C:8]([N:10]([CH:14]([CH3:16])[CH3:15])[CH2:11][C:12]#[CH:13])[CH:7]=[CH:6][C:3]=1[CH:4]=O.[S:17]1[C:21]2[CH:22]=[CH:23][CH:24]=[CH:25][C:20]=2[N:19]=[C:18]1[CH2:26][C:27](OCC)=[O:28].N1CCCCC1>C(O)C>[S:17]1[C:21]2[CH:22]=[CH:23][CH:24]=[CH:25][C:20]=2[N:19]=[C:18]1[C:26]1[C:27](=[O:28])[O:1][C:2]2[C:3]([CH:4]=1)=[CH:6][CH:7]=[C:8]([N:10]([CH:14]([CH3:16])[CH3:15])[CH2:11][C:12]#[CH:13])[CH:9]=2. Procedure details: To a solution in which the 2-hydroxy-4-(isopropyl(prop-2-ynyl)amino)benzaldehyde (1.8 g, 8.28 mmol) compound of Chemical Formula 4 was dissolved in ethanol (15 mL), ethyl 2-(benzo[d]thiazol-2-yl)acetate (1.83 g, 8.28 mmol) and piperidine (1.63 mL, 16.56 mmol) were added consecutively at room temperature. The reaction mixture was heated under reflux for 2 hours, cooled to room temperature, and 3-(benzo[d]thiazol-2-yl)-7-(isopropyl(prop-2-ynyl)amino)-2H-chromen-2-one (1.54 g, 50%) was obtained by ... The reactants are O=C([O-])[O-], Cc1c[nH]cn1, CN(C)C=O, CC(Nc1nc(Cl)cc(Cl)n1)c1ccc(F)cc1, [K+], [K+], O. Yields the product Cc1cn(-c2cc(Cl)nc(NC(C)c3ccc(F)cc3)n2)cn1. RXN SMILES: [C:25](=[O:26])([O-:27])[O-:28].[CH3:19][c:20]1[n:21][cH:22][nH:23][cH:24]1.[CH3:31][N:32]([CH3:33])[CH:34]=[O:35].[Cl:1][c:2]1[n:3][c:4]([NH:9][CH:10]([CH3:11])[c:12]2[cH:13][cH:14][c:15]([F:18])[cH:16][cH:17]2)[n:5][c:6]([Cl:8])[cH:7]1.[K+:29].[K+:30].[OH2:36]>>[c:2]1(-[n:23]2[cH:22][n:21][c:20]([CH3:19])[cH:24]2)[n:3][c:4]([NH:9][CH:10]([CH3:11])[c:12]2[cH:13][cH:14][c:15]([F:18])[cH:16][cH:17]2)[n:5][c:6]([Cl:8])[cH:7]1. The reactants are CN(/C=C/C(=O)C=1N=CN(C1)C(C1=CC=CC=C1)(C1=CC=CC=C1)C1=CC=CC=C1)C ((E)-3-(dimethylamino)-1-(1-trityl-1H-imidazol-4-yl)prop-2-en-1-one), ON (HONH2). The solvent is CO (MeOH), C(Cl)Cl (DCM), CCOCC (Et2O), C(Cl)Cl (DCM). Yields the product N1C=NC(=C1)C1=CC=NO1 (5-(1H-imidazol-4-yl)isoxazole). The yield is 30.3%. Reaction SMILES: C[N:2](C)/[CH:3]=[CH:4]/[C:5]([C:7]1[N:8]=[CH:9][N:10](C(C2C=CC=CC=2)(C2C=CC=CC=2)C2C=CC=CC=2)[CH:11]=1)=[O:6].ON>CO.C(Cl)Cl.CCOCC>[NH:10]1[CH:11]=[C:7]([C:5]2[O:6][N:2]=[CH:3][CH:4]=2)[N:8]=[CH:9]1. Procedure details: A mixture of (E)-3-(dimethylamino)-1-(1-trityl-1H-imidazol-4-yl)prop-2-en-1-one (54.0 g, 133 mmol) and HONH2*HCl (10.13 g, 146 mmol) in MeOH (800 mL) was heated to reflux for 18 h. The mixture was then allowed to cool to RT and was concentrated in vacuo. The residue obtained was taken up in DCM and washed with H2O. The org. phase was then dried over Na2SO4, filtered and concentrated in vacuo. The residue obtained was stirred in Et2O, and the suspension was filtered. The filter cake was dried in ...